From a dataset of the Open Reaction Database (ORD), a public repository of structured organic reaction records. describe an organic reaction: reactants, conditions, products, and yield Reactants: CC(=O)OC(C)=O, CC(=O)O, COc1ccc(N)c(C)c1. The product is COc1ccc(NC(C)=O)c(C)c1. As a reaction SMILES: [CH3:11][C:12](=[O:13])[O:14][C:15](=[O:16])[CH3:17].[CH3:18][C:19](=[O:20])[OH:21].[CH3:1][c:2]1[c:3]([NH2:4])[cH:5][cH:6][c:7]([O:9][CH3:10])[cH:8]1>>[CH3:1][c:2]1[c:3]([NH:4][C:12]([CH3:11])=[O:13])[cH:5][cH:6][c:7]([O:9][CH3:10])[cH:8]1. Reactants: [N+](=O)([O-])C1=CC2=C(CCC(CC2O)CN)C=C1 (3-nitro-7-aminomethyl-6,7,8,9-tetrahydro [5H] benzocycloheptene-5-ol), S(O)(O)(=O)=O (sulfuric acid). The solvent is O1CCOCC1 (dioxane). Run at time 3 minute. Product: [N+](=O)([O-])C=1C=CC2=C(C=CC(CC2)CN)C1 (2-nitro-6,7-dihydro [5H] benzocycloheptene-7-methanamine). Isolated yield 108.3%. As a reaction SMILES: [N+:1]([C:4]1[CH:17]=[CH:16][C:7]2[CH2:8][CH2:9][CH:10]([CH2:14][NH2:15])[CH2:11][CH:12](O)[C:6]=2[CH:5]=1)([O-:3])=[O:2].S(=O)(=O)(O)O>O1CCOCC1>[N+:1]([C:4]1[CH:17]=[CH:16][C:7]2[CH2:8][CH2:9][CH:10]([CH2:14][NH2:15])[CH:11]=[CH:12][C:6]=2[CH:5]=1)([O-:3])=[O:2]. Reported procedure: A mixture of 10 g of the product of Step D in 100 ml of dioxane under nitrogen was heated to reflux and 20 ml of concentrated sulfuric acid were added thereto dropwise over 3 minutes. The mixture was stirred at reflux for 20 minutes and was then concentrated to 50 ml under reduced pressure. 300 ml of water were added and the neutral fraction was removed with ether. The aqueous phase was made alkaline at 10° C. with sodium hydroxide and was then extracted with methylene chloride. The organic extr... Reactants: [H-].[Na+] (Sodium hydride), [I-].C[S+](=O)(C)C (Trimethylsulfoxonium iodide), FC(C=1C=C(COCC(=O)C2=CC=CC=C2)C=C(C1)C(F)(F)F)(F)F (2-(3,5-bis(trifluoromethyl)benzyloxy)-1-phenylethanone). Solvent: C(C)(=O)OCC (ethyl acetate), CS(=O)C (dimethylsulfoxide). Conditions: time 1 hour. Product: FC(C=1C=C(COCC2(OC2)C2=CC=CC=C2)C=C(C1)C(F)(F)F)(F)F (2-((3,5-bis(trifluoromethyl)benzyloxy)methyl)-2-phenyloxirane). Reaction SMILES: [I-].[CH3:2][S+](C)(C)=O.[H-].[Na+].[F:9][C:10]([F:33])([F:32])[C:11]1[CH:12]=[C:13]([CH:25]=[C:26]([C:28]([F:31])([F:30])[F:29])[CH:27]=1)[CH2:14][O:15][CH2:16][C:17]([C:19]1[CH:24]=[CH:23][CH:22]=[CH:21][CH:20]=1)=[O:18]>CS(C)=O.C(OCC)(=O)C>[F:9][C:10]([F:32])([F:33])[C:11]1[CH:12]=[C:13]([CH:25]=[C:26]([C:28]([F:30])([F:31])[F:29])[CH:27]=1)[CH2:14][O:15][CH2:16][C:17]1([C:19]2[CH:20]=[CH:21][CH:22]=[CH:23][CH:24]=2)[CH2:2][O:18]1 |f:0.1,2.3|. Procedure details: Trimethylsulfoxonium iodide (185 mg, 0.84 mmol) was dissolved in anhydrous dimethylsulfoxide (2 ml). Sodium hydride (60 wt % in mineral oil, 36 mg, 0.9 mmol) was added to the solution and followed by addition of (2-(3,5-bis(trifluoromethyl)benzyloxy)-1-phenylethanone). After stirred for 1 hour, the reaction mixture was diluted with ethyl acetate and washed with brine. The organic layer was dried with magnesium sulfate, concentrated, and the residue was purified by flash chromatography on silica ... The reactants are S(=O)(=O)(Cl)Cl (sulfuryl chloride), C(C1=CC=CC=C1)SC=1C=C2C=CC(N(C2=CC1)C1=CC(=C(C=C1OC)C1=CC(=CC=C1)F)F)=O (6-(benzylthio)-1-(2,3′-difluoro-5-methoxy-[1,1′-biphenyl]-4-yl)quinolin-2(1H)-one), C(Cl)Cl (DCM), C(C)(=O)O (Acetic Acid). The solvent is O (Water). Run at temperature 0 celsius, time 5 minute. Yields the product FC1=C(C=C(C(=C1)N1C(C=CC2=CC(=CC=C12)S(=O)(=O)Cl)=O)OC)C1=CC(=CC=C1)F (1-(2,3′-difluoro-5-methoxy-[1,1′-biphenyl]-4-yl)-2-oxo-1,2-dihydroquinoline-6-sulfonyl chloride). The yield is 84.4%. RXN SMILES: C(S[C:9]1[CH:10]=[C:11]2[C:16](=[CH:17][CH:18]=1)[N:15]([C:19]1[C:24]([O:25][CH3:26])=[CH:23][C:22]([C:27]3[CH:32]=[CH:31][CH:30]=[C:29]([F:33])[CH:28]=3)=[C:21]([F:34])[CH:20]=1)[C:14](=[O:35])[CH:13]=[CH:12]2)C1C=CC=CC=1.C(Cl)Cl.C(O)(=O)C.[S:43]([Cl:47])(Cl)(=[O:45])=[O:44]>O>[F:34][C:21]1[CH:20]=[C:19]([N:15]2[C:16]3[C:11](=[CH:10][C:9]([S:43]([Cl:47])(=[O:45])=[O:44])=[CH:18][CH:17]=3)[CH:12]=[CH:13][C:14]2=[O:35])[C:24]([O:25][CH3:26])=[CH:23][C:22]=1[C:27]1[CH:32]=[CH:31][CH:30]=[C:29]([F:33])[CH:28]=1. Reported procedure: A RBF cooled to 0° C., was charged with 6-(benzylthio)-1-(2,3′-difluoro-5-methoxy-[1,1′-biphenyl]-4-yl)quinolin-2(1H)-one (0.168 g, 0.346 mmol), DCM (3.30 ml), Acetic Acid (0.082 ml), and Water (0.082 ml). After stirring for 5 minutes at 0° C., sulfuryl chloride (0.028 ml, 0.346 mmol) was added and stirring was continued for an additional 1 hour at 0° C. The reaction was concentrated, dissolved in minimal DCM and purified via column chromatography (silica gel 40 g, gradient elution 0 to 50% EtOA... The reactants are BrCCCCCBr, CCCC[N+](CCCC)(CCCC)CCCC, [Na+], [OH-], O=S(=O)([O-])O, OCCCCc1ccccc1. Product: BrCCCCCOCCCCc1ccccc1. As a reaction SMILES: [Br:12][CH2:13][CH2:14][CH2:15][CH2:16][CH2:17][Br:18].[CH2:26]([N+:27]([CH2:28][CH2:29][CH2:30][CH3:31])([CH2:32][CH2:33][CH2:34][CH3:35])[CH2:36][CH2:37][CH2:38][CH3:39])[CH2:40][CH2:41][CH3:42].[Na+:20].[OH-:19].[S:21](=[O:22])(=[O:23])([OH:24])[O-:25].[c:1]1([CH2:7][CH2:8][CH2:9][CH2:10][OH:11])[cH:2][cH:3][cH:4][cH:5][cH:6]1>>[c:1]1([CH2:7][CH2:8][CH2:9][CH2:10][O:11][CH2:17][CH2:16][CH2:15][CH2:14][CH2:13][Br:12])[cH:2][cH:3][cH:4][cH:5][cH:6]1. Reactants: C1CCOC1, COCOc1cccc(C(=O)C2CCOCC2)c1, Cl. The product is O=C(c1cccc(O)c1)C1CCOCC1. RXN SMILES: [CH2:20]1[O:21][CH2:22][CH2:23][CH2:24]1.[CH3:1][O:2][CH2:3][O:4][c:5]1[cH:6][c:7]([C:11]([CH:12]2[CH2:13][CH2:14][O:15][CH2:16][CH2:17]2)=[O:18])[cH:8][cH:9][cH:10]1.[ClH:19]>>[OH:4][c:5]1[cH:6][c:7]([C:11]([CH:12]2[CH2:13][CH2:14][O:15][CH2:16][CH2:17]2)=[O:18])[cH:8][cH:9][cH:10]1. The solvent is C1CCOC1 (THF). Reaction conditions: time 20 minute. Procedure: A solution of 1-(1-ethylpropyl)-6-methyl-4-(2,4,6-trimethylphenoxy)-1,3-dihydro-imidazo[4,5-c]pyridin-2-one (100 mg, 0.28 mmol) in 5 ml of dry THF was treated with lithium bis(trimethylsilyl)amide (0.31 ml, 1 M in THF, 0.31 mmol) at −78° C. After 20 min, the mixture was quenched with 1 ml of methyl iodide and stirred at room temperature for 1 hour. The mixture was quenched with water and extracted with ethyl acetate. The organic layer was dried and concentrated to give 110 mg of an off-white sol... The reactants are C(C)C(CC)N1C(NC=2C(=NC(=CC21)C)OC2=C(C=C(C=C2C)C)C)=O (1-(1-ethylpropyl)-6-methyl-4-(2,4,6-trimethylphenoxy)-1,3-dihydro-imidazo[4,5-c]pyridin-2-one), C[Si](C)(C)[N-][Si](C)(C)C.[Li+] (lithium bis(trimethylsilyl)amide). Yield: 106.9%. Yields the product C(C)C(CC)N1C(N(C=2C(=NC(=CC21)C)OC2=C(C=C(C=C2C)C)C)C)=O (1-(1-Ethylpropyl)-3,6-dimethyl-4-(2,4,6-trimethylphenoxy)-1,3-dihydro-imidazo[4,5-c]pyridin-2-one). Reaction SMILES: [CH2:1]([CH:3]([N:6]1[C:14]2[CH:13]=[C:12]([CH3:15])[N:11]=[C:10]([O:16][C:17]3[C:22]([CH3:23])=[CH:21][C:20]([CH3:24])=[CH:19][C:18]=3[CH3:25])[C:9]=2[NH:8][C:7]1=[O:26])[CH2:4][CH3:5])[CH3:2].[CH3:27][Si]([N-][Si](C)(C)C)(C)C.[Li+]>C1COCC1>[CH2:1]([CH:3]([N:6]1[C:14]2[CH:13]=[C:12]([CH3:15])[N:11]=[C:10]([O:16][C:17]3[C:22]([CH3:23])=[CH:21][C:20]([CH3:24])=[CH:19][C:18]=3[CH3:25])[C:9]=2[N:8]([CH3:27])[C:7]1=[O:26])[CH2:4][CH3:5])[CH3:2] |f:1.2|. Reactants: Cl.BrC=1C=C(C=CC1)C(OC)=N (methyl 3-bromobenzenecarboximidoate hydrochloride), C(=O)NN (formic hydrazide), O (water). The solvent is N1=CC=CC=C1 (pyridine). Yields the product BrC=1C=C(C=CC1)C1=NNC=N1 (3-(3-Bromophenyl)-1H-1,2,4-triazole). Reaction SMILES: Cl.[Br:2][C:3]1[CH:4]=[C:5]([C:9](=[NH:12])OC)[CH:6]=[CH:7][CH:8]=1.[CH:13]([NH:15][NH2:16])=O.O>N1C=CC=CC=1>[Br:2][C:3]1[CH:4]=[C:5]([C:9]2[N:12]=[CH:13][NH:15][N:16]=2)[CH:6]=[CH:7][CH:8]=1 |f:0.1|. Procedure details: To a slurry of methyl 3-bromobenzenecarboximidoate hydrochloride (example IV-21 Step 1; 0.541 g; 2.18 mmol) in pyridine (3 mL) at 0° C. was added a solution of formic hydrazide (0.157 g; 2.62 mmol). The flask was stoppered and gradually warmed to room temperature (overnight) and poured into water (˜20 mL). Precipitated solid was collected by filtration and the filtrate was extracted with EtOAc (×3). Combined extracts were washed (water, brine), dried over Na2SO4, concentrated in vacuo. The resid... The reactants are CC1=CC=C(COC(=O)C=2C(C(=C(NC2C)C)C(=O)OC)C2=CC(=CC=C2)[N+](=O)[O-])C=C1 (2,6-dimethyl-3-methoxycarbonyl-4-(3'-nitrophenyl)-1,4-dihydropyridine-5-carboxylic acid 4-methylbenzyl ester). Run in C(C)O (ethanol), C(C)O (ethanol). Product: 3'-nitrobenzylideneacetoacetic acid methyl ester, CC1=CC=C(COC(\C=C(\C)/N)=O)C=C1 (β-aminocrotonic acid 4-methylbenzyl ester). Reaction SMILES: [CH3:1][C:2]1[CH:32]=[CH:31][C:5]([CH2:6][O:7][C:8]([C:10]2C(C3C=CC=C([N+]([O-])=O)C=3)C(C(OC)=O)=C(C)[NH:14][C:15]=2[CH3:16])=[O:9])=[CH:4][CH:3]=1>C(O)C>[CH3:1][C:2]1[CH:32]=[CH:31][C:5]([CH2:6][O:7][C:8](=[O:9])/[CH:10]=[C:15](\[NH2:14])/[CH3:16])=[CH:4][CH:3]=1. Reported procedure: Analogously to Example 1 heating a solution of 75 mmols of 3'-nitrobenzylideneacetoacetic acid methyl ester and 75 mmols of β-aminocrotonic acid 4-methylbenzyl ester in 120 ml of ethanol gave 2,6-dimethyl-3-methoxycarbonyl-4-(3'-nitrophenyl)-1,4-dihydropyridine-5-carboxylic acid 4-methylbenzyl ester of melting point 112° C (from ethanol).